Dataset: the Open Reaction Database (ORD), a public repository of structured organic reaction records. Task: describe an organic reaction: reactants, conditions, products, and yield Starting materials: Cl (hydrochloric acid), C(CCC)(=O)NC=1C=C(C(=O)OCC)C=CC1[N+](=O)[O-] (ethyl 3-butyrylamino-4-nitrobenzoate), [H-].[Na+] (sodium hydride), C(C)(C)I (isopropyl iodide). Solvent: C(C)(=O)OCC (ethyl acetate), CN(C=O)C (N,N-dimethylformamide), CN(C=O)C (N,N-dimethylformamide), CN(C=O)C (N,N-dimethylformamide). Conditions: time 30 minute. Product: [N+](=O)([O-])C1=C(C=C(C(=O)OCC)C=C1)NC(CCCC(C)C)=O (ethyl 4-nitro-3-(N-i-propylbutyrylamino)benzoate). The yield is 11.3%. As a reaction SMILES: [C:1]([NH:6][C:7]1[CH:8]=[C:9]([CH:15]=[CH:16][C:17]=1[N+:18]([O-:20])=[O:19])[C:10]([O:12][CH2:13][CH3:14])=[O:11])(=[O:5])[CH2:2][CH2:3][CH3:4].[H-].[Na+].[CH:23](I)([CH3:25])[CH3:24].Cl>CN(C)C=O.C(OCC)(=O)C>[N+:18]([C:17]1[CH:16]=[CH:15][C:9]([C:10]([O:12][CH2:13][CH3:14])=[O:11])=[CH:8][C:7]=1[NH:6][C:1](=[O:5])[CH2:2][CH2:3][CH2:4][CH:23]([CH3:25])[CH3:24])([O-:20])=[O:19] |f:1.2|. Procedure details: A solution of 2.00 g of ethyl 3-butyrylamino-4-nitrobenzoate in 10 ml of N,N-dimethylformamide was added dropwise to a slurry of 0.428 g of 60% sodium hydride and 10 ml of N,N-dimethylformamide at room temperature, and the mixture was stirred for 30 minutes. A solution of 1.46 g of isopropyl iodide in 10 ml of N,N-dimethylformamide was then added dropwise thereto, and the mixture was stirred at 100° C. for 5 days. The reaction solution was poured into a mixed solution of 80 g of dilute hydrochlo... As a reaction SMILES: [CH2:1]([O:3][C:4]([C:6]1[CH:10]=[CH:9][NH:8][N:7]=1)=[O:5])[CH3:2].Br[C:12]1[CH:13]=[C:14]([C:22]#[N:23])[C:15]2[C:20]([CH:21]=1)=[CH:19][CH:18]=[CH:17][CH:16]=2.CN[C@@H]1CCCC[C@H]1NC.C(=O)([O-])[O-].[K+].[K+]>C1(C)C=CC=CC=1.[Cu](I)I.C(OCC)(=O)C>[CH2:1]([O:3][C:4]([C:6]1[CH:10]=[CH:9][N:8]([C:12]2[CH:13]=[C:14]([C:22]#[N:23])[C:15]3[C:20](=[CH:19][CH:18]=[CH:17][CH:16]=3)[CH:21]=2)[N:7]=1)=[O:5])[CH3:2] |f:3.4.5|. The reactants are C(C)OC(=O)C1=NNC=C1 (1H-pyrazole-3-carboxylic acid ethyl ester), BrC=1C=C(C2=CC=CC=C2C1)C#N (3-bromonaphthalene-1-carbonitrile), CN[C@H]1[C@@H](CCCC1)NC ((1R,2R)-(−)-N, N′-dimethylcyclohexane-1,2-diamine), C([O-])([O-])=O.[K+].[K+] (potassium carbonate). Yield: 19.2%. Reagents/catalysts: [Cu](I)I (copper iodide). Run in C1(=CC=CC=C1)C (toluene), C(C)(=O)OCC (ethyl acetate). Conditions: temperature 90 celsius, time 8 hour. Product: C(C)OC(=O)C1=NN(C=C1)C1=CC2=CC=CC=C2C(=C1)C#N (1-(4-cyanonaphthalene-2-yl)-1H-pyrazole-3-carboxylic acid ethyl ester). Reported procedure: A suspension of 1H-pyrazole-3-carboxylic acid ethyl ester (0.1 g), 3-bromonaphthalene-1-carbonitrile (0.17 g), copper iodide (0.0068 g), (1R,2R)-(−)-N, N′-dimethylcyclohexane-1,2-diamine (0.010 g) and potassium carbonate (0.21 g) in toluene (3 mL) was stirred at 90° C. overnight. After cooling to room temperature, ethyl acetate was added to the reaction mixture. The resulting mixture was filtered through a Celite pad. The residue was purified by column chromatography on silica gel (eluent: n-hex... Starting materials: CN1C(CC[C@@]2(C3=C(CC[C@@H]12)C=C(C=C3)Br)C)=O ((4aR)-(10bR)-4,10b-dimethyl-8-bromo-1,2,3,4,4a,5,6,10b-octahydrobenzo[f]quinolin-3-one), C(CCC)[Sn](C=1SC=CC1)(CCCC)CCCC (2-(tri-n-butylstannyl)thiophene). The reagents and catalysts are [Pd](Cl)Cl (palladium chloride). Run in C(C)#N (acetonitrile). Product: CN1C(CC[C@@]2(C3=C(CC[C@@H]12)C=C(C=C3)C=3SC=CC3)C)=O ((4aR)-(10bR)-4,10b-dimethyl-8-(2-thiophenyl)-1,2,3,4,4a,-5,6,10b-octahydrobenzo[f]quinolin-3-one). The yield is 33.1%. Reaction SMILES: [CH3:1][N:2]1[C@H:11]2[C@@:6]([CH3:17])([C:7]3[CH:15]=[CH:14][C:13](Br)=[CH:12][C:8]=3[CH2:9][CH2:10]2)[CH2:5][CH2:4][C:3]1=[O:18].C([Sn](CCCC)(CCCC)[C:24]1[S:25][CH:26]=[CH:27][CH:28]=1)CCC>C(#N)C.[Pd](Cl)Cl>[CH3:1][N:2]1[C@H:11]2[C@@:6]([CH3:17])([C:7]3[CH:15]=[CH:14][C:13]([C:24]4[S:25][CH:26]=[CH:27][CH:28]=4)=[CH:12][C:8]=3[CH2:9][CH2:10]2)[CH2:5][CH2:4][C:3]1=[O:18]. Reported procedure: Five hundred mg of (4aR)-(10bR)-4,10b-dimethyl-8-bromo-1,2,3,4,4a,5,6,10b-octahydrobenzo[f]quinolin-3-one was combined with 730 mg of 2-(tri-n-butylstannyl)thiophene and 100 mg of bis(triphenylphosphene) palladium chloride in 6 mL of acetonitrile in a screw capped sealable tube. The mixture was flushed with argon for 5 minutes, capped and heated at 90° for 20 h. Upon cooling, the mixture was filtered and the filtrate was concentrated in vacuum. The residue was purified by chromatography on a sil... Reactants: C(C)N([C@@H]1CC[C@@H]([C@@H](C1)CCC=1C=C(C(=O)OC)C=CC1)NC(CNC(C1=CC(=CC=C1)C(F)(F)F)=O)=O)C (methyl 3-(2-((1R,2S,5R)-5-(ethyl(methyl)amino)-2-(2-(3-(trifluoromethyl)benzamido)acetamido)cyclohexyl)ethyl)benzoate), FC(C(=O)O)(F)F (trifluoroacetic acid). Product: C(C)N([C@@H]1CC[C@@H]([C@@H](C1)CCC=1C=C(C(=O)O)C=CC1)NC(CNC(C1=CC(=CC=C1)C(F)(F)F)=O)=O)C (3-(2-((1R,2S,5R)-5-(ethyl(methyl)amino)-2-(2-(3-(trifluoromethyl)benzamido)acetamido)cyclohexyl)ethyl)benzoic acid). Isolated yield 55.3%. RXN SMILES: [CH2:1]([N:3]([CH3:39])[C@H:4]1[CH2:9][C@@H:8]([CH2:10][CH2:11][C:12]2[CH:13]=[C:14]([CH:19]=[CH:20][CH:21]=2)[C:15]([O:17]C)=[O:16])[C@@H:7]([NH:22][C:23](=[O:38])[CH2:24][NH:25][C:26](=[O:37])[C:27]2[CH:32]=[CH:31][CH:30]=[C:29]([C:33]([F:36])([F:35])[F:34])[CH:28]=2)[CH2:6][CH2:5]1)[CH3:2].FC(F)(F)C(O)=O>>[CH2:1]([N:3]([CH3:39])[C@H:4]1[CH2:9][C@@H:8]([CH2:10][CH2:11][C:12]2[CH:13]=[C:14]([CH:19]=[CH:20][CH:21]=2)[C:15]([OH:17])=[O:16])[C@@H:7]([NH:22][C:23](=[O:38])[CH2:24][NH:25][C:26](=[O:37])[C:27]2[CH:32]=[CH:31][CH:30]=[C:29]([C:33]([F:35])([F:36])[F:34])[CH:28]=2)[CH2:6][CH2:5]1)[CH3:2]. Procedure details: Following the procedure of Example 7e, methyl 3-(2-((1R,2S,5R)-5-(ethyl(methyl)amino)-2-(2-(3-(trifluoromethyl)benzamido)acetamido)cyclohexyl)ethyl)benzoate (13 mg) was converted to the trifluoroacetic acid salt of the title compound as a white powder (7 mg) after purification by reverse phase HPLC and lyophilization. MS found: (M+H)+=534.4. Reactants: CC(C)(C)OC(=O)N1CCC(S(=O)(=O)c2ccc(Br)cc2)CC1, O=C([O-])[O-], CC(N)=O, [Cs+], [Cs+], C1COCCO1, O=C(C=Cc1ccccc1)C=Cc1ccccc1, O=C(C=Cc1ccccc1)C=Cc1ccccc1, O=C(C=Cc1ccccc1)C=Cc1ccccc1, [Pd], [Pd]. Yields the product CC(=O)Nc1ccc(S(=O)(=O)C2CCN(C(=O)OC(C)(C)C)CC2)cc1. Reaction SMILES: [C:1]([CH3:2])([CH3:3])([CH3:4])[O:5][C:6](=[O:7])[N:8]1[CH2:9][CH2:10][CH:11]([S:14](=[O:15])(=[O:16])[c:17]2[cH:18][cH:19][c:20]([Br:23])[cH:21][cH:22]2)[CH2:12][CH2:13]1.[C:28](=[O:29])([O-:30])[O-:31].[CH3:24][C:25]([NH2:26])=[O:27].[Cs+:32].[Cs+:33].[O:34]1[CH2:35][CH2:36][O:37][CH2:38][CH2:39]1.[O:42]=[C:43]([CH:44]=[CH:45][c:46]1[cH:47][cH:48][cH:49][cH:50][cH:51]1)[CH:52]=[CH:53][c:54]1[cH:55][cH:56][cH:57][cH:58][cH:59]1.[O:60]=[C:61]([CH:62]=[CH:63][c:64]1[cH:65][cH:66][cH:67][cH:68][cH:69]1)[CH:70]=[CH:71][c:72]1[cH:73][cH:74][cH:75][cH:76][cH:77]1.[O:78]=[C:79]([CH:80]=[CH:81][c:82]1[cH:83][cH:84][cH:85][cH:86][cH:87]1)[CH:88]=[CH:89][c:90]1[cH:91][cH:92][cH:93][cH:94][cH:95]1.[Pd:40].[Pd:41]>>[C:1]([CH3:2])([CH3:3])([CH3:4])[O:5][C:6](=[O:7])[N:8]1[CH2:9][CH2:10][CH:11]([S:14](=[O:15])(=[O:16])[c:17]2[cH:18][cH:19][c:20]([NH:26][C:25]([CH3:24])=[O:27])[cH:21][cH:22]2)[CH2:12][CH2:13]1. Starting materials: ClC=1C2=C(SC1C(=O)Cl)C=C(C=C2)OC (3-chloro-6-methoxybenzo[b]thiophene-2-carbonyl chloride), O (water), C(C)(C)O (Isopropanol), [H-].[Na+] (sodium hydride). Solvent: CO (methanol), [OH-].[Na+] (sodium hydroxide), O1CCCC1 (tetrahydrofuran), O1CCCC1 (tetrahydrofuran). Product: COC=1C=CC2=C(SC(=C2OC(C)C)C(=O)O)C1 (6-Methoxy-3-(1-methylethoxy)-benzo[b]thiophene-2-carboxylic acid). RXN SMILES: [CH:1]([OH:4])([CH3:3])[CH3:2].[H-].[Na+].Cl[C:8]1[C:9]2[CH:19]=[CH:18][C:17]([O:20][CH3:21])=[CH:16][C:10]=2[S:11][C:12]=1[C:13](Cl)=[O:14].[OH2:22]>O1CCCC1.CO.[OH-].[Na+]>[CH3:21][O:20][C:17]1[CH:18]=[CH:19][C:9]2[C:8]([O:4][CH:1]([CH3:3])[CH3:2])=[C:12]([C:13]([OH:22])=[O:14])[S:11][C:10]=2[CH:16]=1 |f:1.2,7.8|. Reported procedure: Isopropanol (16.8 g, 280 mmoles) is added dropwise to a stirred suspension of sodium hydride (11.2 g of a 60% dispersion in mineral oil, 280 mmoles) in tetrahydrofuran (50 mls) under argon. After 20 minutes a solution of 3-chloro-6-methoxybenzo[b]thiophene-2-carbonyl chloride (24.2 g, 93 mmoles) in warm tetrahydrofuran (180 mls) is added gradually during 5 minutes, and the mixture is heated under reflux. After 16 hours the mixture is cooled and stripped of solvent under reduced pressure. The res... Reactants: NC1=C(C(C2=C(C=CC=C2)Cl)=NN)C=CC=C1 (2-amino-2'-chlorobenzophenone hydrazone), [OH-].[K+] (potassium hydroxide). Solvent: C(COCCO)O (diethylene glycol). Product: ClC1=C(CC2=C(N)C=CC=C2)C=CC=C1 (2-(0-chlorobenzyl)aniline). As a reaction SMILES: [NH2:1][C:2]1[CH:17]=[CH:16][CH:15]=[CH:14][C:3]=1[C:4](=NN)[C:5]1[CH:10]=[CH:9][CH:8]=[CH:7][C:6]=1[Cl:11].[OH-].[K+]>C(O)COCCO>[Cl:11][C:6]1[CH:7]=[CH:8][CH:9]=[CH:10][C:5]=1[CH2:4][C:3]1[CH:14]=[CH:15][CH:16]=[CH:17][C:2]=1[NH2:1] |f:1.2|. Procedure: In the manner given in Preparation 11, 2-amino-2'-chlorobenzophenone hydrazone is refluxed with potassium hydroxide in diethylene glycol to give 2-(0-chlorobenzyl)aniline.